The task is: describe an organic reaction: reactants, conditions, products, and yield. This data is from the Open Reaction Database (ORD), a public repository of structured organic reaction records. The reactants are NC=1C=CC(=NC1)C1=NC(=CC(=N1)O)C(F)(F)F (2-(5-Aminopyridin-2-yl)-6-(trifluoromethyl)pyrimidin-4-ol), C(=O)([O-])[O-].[K+].[K+] (K2CO3), CI (methyl iodide). Run in CN(C)C=O (DMF). Reaction conditions: temperature 25 celsius, time 10 minute. The product is COC1=NC(=NC(=C1)C(F)(F)F)C1=CC=C(C=N1)N (6-(4-methoxy-6-(trifluoromethyl)pyrimidin-2-yl)pyridin-3-amine). Reaction SMILES: [NH2:1][C:2]1[CH:3]=[CH:4][C:5]([C:8]2[N:13]=[C:12]([OH:14])[CH:11]=[C:10]([C:15]([F:18])([F:17])[F:16])[N:9]=2)=[N:6][CH:7]=1.[C:19]([O-])([O-])=O.[K+].[K+].CI>CN(C=O)C>[CH3:19][O:14][C:12]1[CH:11]=[C:10]([C:15]([F:18])([F:17])[F:16])[N:9]=[C:8]([C:5]2[N:6]=[CH:7][C:2]([NH2:1])=[CH:3][CH:4]=2)[N:13]=1 |f:1.2.3|. Procedure details: To a solution of compound of example 15 (0.100 g, 0.390 mmol) in DMF (3 mL), was added K2CO3 (0.080 g, 0.58 mmol) and stirred at 25° C. for 10 minutes. To the reaction mixture methyl iodide (0.083 g, 0.58 mmol) was added slowly and stirred at 25° C. for 1 hour. DMF was removed under vacuum and reaction mass quenched with water, extracted with ethyl acetate (3×10 mL), dried over sodium sulfate and concentrated to obtain the crude product, which was purified by column chromatography using silica g... The reactants are ClC1=C(C(=O)O)C=C(C=C1)C (2-chloro-5-methylbenzoic acid), FC1(CCC(CC1)(C=1C=NC(=CC1)F)CN)F (C-[4,4-difluoro-1-(6-fluoro-pyridin-3-yl)-cyclohexyl]-methylamine). The product is ClC1=C(C(=O)NCC2(CCC(CC2)(F)F)C=2C=NC(=CC2)F)C=C(C=C1)C (2-Chloro-N—[[4,4-difluoro-1-(6-fluoro-3-pyridyl)cyclohexyl]methyl]-5-methyl-benzamide). Reaction SMILES: [Cl:1][C:2]1[CH:10]=[CH:9][C:8]([CH3:11])=[CH:7][C:3]=1[C:4]([OH:6])=O.[F:12][C:13]1([F:28])[CH2:18][CH2:17][C:16]([CH2:26][NH2:27])([C:19]2[CH:20]=[N:21][C:22]([F:25])=[CH:23][CH:24]=2)[CH2:15][CH2:14]1>>[Cl:1][C:2]1[CH:10]=[CH:9][C:8]([CH3:11])=[CH:7][C:3]=1[C:4]([NH:27][CH2:26][C:16]1([C:19]2[CH:20]=[N:21][C:22]([F:25])=[CH:23][CH:24]=2)[CH2:17][CH2:18][C:13]([F:12])([F:28])[CH2:14][CH2:15]1)=[O:6]. Procedure: From 2-chloro-5-methylbenzoic acid and C-[4,4-difluoro-1-(6-fluoro-pyridin-3-yl)-cyclohexyl]-methylamine. LCMS (MH+): m/z=397.2, tR (minutes, Method C)=1.11 The reactants are ClC1=CC=C(C=2C(=C(C(=NC12)C)OC1=CC=C(C=C1)Cl)C)O (8-chloro-3-(4-chlorophenoxy)-2,4-dimethylquinolin-5-ol), CN(C=O)C (N,N-dimethylformamide), C([O-])([O-])=O.[K+].[K+] (potassium carbonate), COC(CBr)=O (bromoacetic acid methyl ester). Run in ClCCl (dichloromethane). Run at time 15 hour. Yields the product COC(COC1=C2C(=C(C(=NC2=C(C=C1)Cl)C)OC1=CC=C(C=C1)Cl)C)=O ([8-chloro-3-(4-chlorophenoxy)-2,4-dimethylquinolin-5-yloxy]acetic acid methyl ester). Reaction SMILES: [Cl:1][C:2]1[C:11]2[N:10]=[C:9]([CH3:12])[C:8]([O:13][C:14]3[CH:19]=[CH:18][C:17]([Cl:20])=[CH:16][CH:15]=3)=[C:7]([CH3:21])[C:6]=2[C:5]([OH:22])=[CH:4][CH:3]=1.CN(C)C=O.C(=O)([O-])[O-].[K+].[K+].[CH3:34][O:35][C:36](=[O:39])[CH2:37]Br>ClCCl>[CH3:34][O:35][C:36](=[O:39])[CH2:37][O:22][C:5]1[CH:4]=[CH:3][C:2]([Cl:1])=[C:11]2[C:6]=1[C:7]([CH3:21])=[C:8]([O:13][C:14]1[CH:19]=[CH:18][C:17]([Cl:20])=[CH:16][CH:15]=1)[C:9]([CH3:12])=[N:10]2 |f:2.3.4|. Reported procedure: A mixture of 8-chloro-3-(4-chlorophenoxy)-2,4-dimethylquinolin-5-ol (0.16 g), N,N-dimethylformamide (3.0 mL), potassium carbonate (0.20 g) and bromoacetic acid methyl ester (0.88 g) was stirred at room temperature for 15 hours. The mixture was diluted with dichloromethane, washed with water and dried over magnesium sulfate. The solvent was removed under reduced pressure and purification of the residue by column chromatography on silica gel, eluting with a mixture of dichloromethane and ethyl ace...